Dataset: the Open Reaction Database (ORD), a public repository of structured organic reaction records. Task: describe an organic reaction: reactants, conditions, products, and yield The reactants are FC=1C=C(C=CC1)C1OC2=CC=C(C=C2C(C1)=O)O (2-(3-fluorophenyl)-6-hydroxychroman-4-one), OC1=C(C=C(C=C1)O)C(C)=O (2′,5′-dihydroxyacetophenone), ClC1=C(C=O)C=CC(=C1)Cl (2,4-dichlorobenzaldehyde). Yields the product ClC1=C(C=CC(=C1)Cl)C1OC2=CC=C(C=C2C(C1)=O)O (2-(2,4-Dichlorophenyl)-6-hydroxychroman-4-one). RXN SMILES: FC1C=C(C2CC(=O)C3C(=CC=C(O)C=3)O2)C=CC=1.[OH:20][C:21]1[CH:26]=[CH:25][C:24]([OH:27])=[CH:23][C:22]=1[C:28](=[O:30])[CH3:29].[Cl:31][C:32]1[CH:39]=[C:38]([Cl:40])[CH:37]=[CH:36][C:33]=1[CH:34]=O>>[Cl:31][C:32]1[CH:39]=[C:38]([Cl:40])[CH:37]=[CH:36][C:33]=1[CH:34]1[CH2:29][C:28](=[O:30])[C:22]2[C:21](=[CH:26][CH:25]=[C:24]([OH:27])[CH:23]=2)[O:20]1. Reported procedure: 2-(2,4-Dichlorophenyl)-6-hydroxychroman-4-one was prepared as described for 2-(3-fluorophenyl)-6-hydroxychroman-4-one in Example 9(a) starting from 1.0 g of 2′,5′-dihydroxyacetophenone and 1.4 g of 2,4-dichlorobenzaldehyde. The product was recrystallised from acetic acid. 1H NMR (400 MHz, d6-DMSO) δ: 9.49 (s, 1H), 7.78 (d, 1H, J 8.5 Hz), 7.71(d, 1H, J 2.0 Hz), 7.57 (dd, 1H, J 8.5, 2.0 Hz), 7.14 (d, 1H, J 3.0 Hz), 7.06 (dd, 1H, J 8.8, 3.0 Hz), 6.97 (d, 1H, J 8.8 Hz), 5.77 (dd, 1H, J 13.5, 2.7 Hz)... Reactants: CCO, COc1ccc(Br)c(CC#N)c1, [Na+], [OH-], O. Product: COc1ccc(Br)c(CC(=O)O)c1. As a reaction SMILES: [CH3:16][CH2:17][OH:18].[CH3:1][O:2][c:3]1[cH:4][cH:5][c:6]([Br:12])[c:7]([CH2:9][C:10]#[N:11])[cH:8]1.[Na+:14].[OH-:13].[OH2:15]>>[CH3:1][O:2][c:3]1[cH:4][cH:5][c:6]([Br:12])[c:7]([CH2:9][C:10](=[O:13])[OH:15])[cH:8]1. The reactants are C1=CC(=CC(=C1)Cl)C(=O)OO (mCPBA), OC1([C@@H](CN(C[C@@H]1C)C1=C2C(=NC=C1[N+](=O)[O-])CCC2)NC(OC(C)(C)C)=O)C (tert-butyl [(3R,5S)-4-hydroxy-4,5-dimethyl-1-(3-nitro-6,7-dihydro-5H-cyclopenta[b]pyridin-4-yl)piperidin-3-yl]carbamate), C1=CC(=CC(=C1)Cl)C(=O)OO (mCPBA). Run in C(Cl)Cl (DCM). Run at time 2 hour. Product: OC1([C@@H](CN(C[C@@H]1C)C1=C2C(=[N+](C=C1[N+](=O)[O-])[O-])CCC2)NC(OC(C)(C)C)=O)C (tert-Butyl [(3R,5S)-4-hydroxy-4,5-dimethyl-1-(3-nitro-1-oxido-6,7-dihydro-5H-cyclopenta[b]pyridin-4-yl)piperidin-3-yl]carbamate). As a reaction SMILES: C1C=C(Cl)C=C(C(OO)=[O:9])C=1.[OH:12][C:13]1([CH3:40])[C@@H:18]([CH3:19])[CH2:17][N:16]([C:20]2[C:25]([N+:26]([O-:28])=[O:27])=[CH:24][N:23]=[C:22]3[CH2:29][CH2:30][CH2:31][C:21]=23)[CH2:15][C@H:14]1[NH:32][C:33](=[O:39])[O:34][C:35]([CH3:38])([CH3:37])[CH3:36]>C(Cl)Cl>[OH:12][C:13]1([CH3:40])[C@@H:18]([CH3:19])[CH2:17][N:16]([C:20]2[C:25]([N+:26]([O-:28])=[O:27])=[CH:24][N+:23]([O-:9])=[C:22]3[CH2:29][CH2:30][CH2:31][C:21]=23)[CH2:15][C@H:14]1[NH:32][C:33](=[O:39])[O:34][C:35]([CH3:38])([CH3:37])[CH3:36]. Procedure: mCPBA (260 mg, 1.5 mmol) was added to a mixture of tert-butyl [(3R,5S)-4-hydroxy-4,5-dimethyl-1-(3-nitro-6,7-dihydro-5H-cyclopenta[b]pyridin-4-yl)piperidin-3-yl]carbamate (312 mg, 0.768 mmol) in DCM (3.2 mL). After 2 h, LCMS showed only 30% conversion of starting material. mCPBA was added several more times (to a total amount of about 10 eq.) until LCMS showed complete consumption of starting material (after approximately 7 h). A saturated solution of NaHCO3 was then added to the mixture and the... Yields the product COC(=O)c1ccc(C(C)NC(=O)NC2CCCC2)s1. Reaction SMILES: [CH:14]([N:15]([CH2:16][CH3:17])[CH:18]([CH3:19])[CH3:20])([CH3:21])[CH3:22].[Cl:31][CH2:32][CH2:33][Cl:34].[ClH:1].[N:23](=[C:24]=[O:25])[CH:26]1[CH2:27][CH2:28][CH2:29][CH2:30]1.[NH2:2][CH:3]([CH3:4])[c:5]1[cH:6][cH:7][c:8]([C:10](=[O:11])[O:12][CH3:13])[s:9]1>>[NH:2]([CH:3]([CH3:4])[c:5]1[cH:6][cH:7][c:8]([C:10](=[O:11])[O:12][CH3:13])[s:9]1)[C:24]([NH:23][CH:26]1[CH2:27][CH2:28][CH2:29][CH2:30]1)=[O:25]. The reactants are CCN(C(C)C)C(C)C, ClCCCl, Cl, O=C=NC1CCCC1, COC(=O)c1ccc(C(C)N)s1. Reactants: FC(F)F, CCC(CC)(c1ccc(N)c(C)c1)c1ccc(OCC(=O)C(C)(C)C)c(C)c1, O=S(=O)(Cl)Cl. The product is CCC(CC)(c1ccc(NS(=O)(=O)C(F)(F)F)c(C)c1)c1ccc(OCC(=O)C(C)(C)C)c(C)c1. Reaction SMILES: [F:34][CH:35]([F:36])[F:37].[NH2:1][c:2]1[c:3]([CH3:28])[cH:4][c:5]([C:8]([CH2:9][CH3:10])([CH2:11][CH3:12])[c:13]2[cH:14][c:15]([CH3:27])[c:16]([O:17][CH2:18][C:19]([C:20]([CH3:21])([CH3:22])[CH3:23])=[O:24])[cH:25][cH:26]2)[cH:6][cH:7]1.[S:29](=[O:30])(=[O:31])([Cl:32])[Cl:33]>>[NH:1]([c:2]1[c:3]([CH3:28])[cH:4][c:5]([C:8]([CH2:9][CH3:10])([CH2:11][CH3:12])[c:13]2[cH:14][c:15]([CH3:27])[c:16]([O:17][CH2:18][C:19]([C:20]([CH3:21])([CH3:22])[CH3:23])=[O:24])[cH:25][cH:26]2)[cH:6][cH:7]1)[S:29](=[O:30])(=[O:31])[C:35]([F:34])([F:36])[F:37]. The reactants are COC(C1=CC(=CC=C1)COC1=CC=C(C=C1)I)=O (3-(4-iodo-phenoxymethyl)-benzoic acid methyl ester), COC(C1=CC(=CC=C1)COC1=CC=C(C=C1)I)=O (3-(4-iodo-phenoxymethyl)-benzoic acid methyl ester), C(C)(=O)NC=1C=C(C=CC1)B(O)O (3-acetamidobenzeneboronic acid). Yields the product C(C)(=O)NC=1C=C(C=CC1)C1=CC=C(C=C1)OCC=1C=C(C(=O)O)C=CC1 (3-(3′-Acetylamino-biphenyl-4-yloxymethyl)-benzoic acid). RXN SMILES: C[O:2][C:3](=[O:19])[C:4]1[CH:9]=[CH:8][CH:7]=[C:6]([CH2:10][O:11][C:12]2[CH:17]=[CH:16][C:15](I)=[CH:14][CH:13]=2)[CH:5]=1.[C:20]([NH:23][C:24]1[CH:25]=[C:26](B(O)O)[CH:27]=[CH:28][CH:29]=1)(=[O:22])[CH3:21]>>[C:20]([NH:23][C:24]1[CH:29]=[C:28]([C:15]2[CH:16]=[CH:17][C:12]([O:11][CH2:10][C:6]3[CH:5]=[C:4]([CH:9]=[CH:8][CH:7]=3)[C:3]([OH:2])=[O:19])=[CH:13][CH:14]=2)[CH:27]=[CH:26][CH:25]=1)(=[O:22])[CH3:21]. Procedure: 3-(3′-Acetylamino-biphenyl-4-yloxymethyl)-benzoic acid was prepared using general procedure 1 from 3-(4-iodo-phenoxymethyl)-benzoic acid methyl ester (of Intermediate 1) and 3-acetamidobenzeneboronic acid (ASDI Incorporated, Newark, Del.). Mass spectrum MH+=362. Starting materials: B, C1CCOC1, CSC, O=C(O)c1ccccc1Oc1ccccc1. Product: OCc1ccccc1Oc1ccccc1. Reaction SMILES: [BH3:20].[CH2:21]1[O:22][CH2:23][CH2:24][CH2:25]1.[CH3:17][S:18][CH3:19].[O:1]([c:2]1[cH:3][cH:4][cH:5][cH:6][cH:7]1)[c:8]1[c:9]([C:10](=[O:11])[OH:12])[cH:13][cH:14][cH:15][cH:16]1>>[O:1]([c:2]1[cH:3][cH:4][cH:5][cH:6][cH:7]1)[c:8]1[c:9]([CH2:10][OH:11])[cH:13][cH:14][cH:15][cH:16]1. Reactants: CC=1C(=NC=CC1)C(=O)N (3-methylpicolinamide). Reagents/catalysts: O=[Pt]=O (PtO2). Solvent: C(C)(=O)O (acetic acid). Run at time 8 hour. The product is C[C@@H]1[C@@H](NCCC1)C(=O)N (rac-cis-3-methylpiperidine-2-carboxamide). The yield is 85.8%. As a reaction SMILES: [CH3:1][C:2]1[C:3]([C:8]([NH2:10])=[O:9])=[N:4][CH:5]=[CH:6][CH:7]=1>C(O)(=O)C.O=[Pt]=O>[CH3:1][C@H:2]1[CH2:7][CH2:6][CH2:5][NH:4][C@H:3]1[C:8]([NH2:10])=[O:9]. Procedure: A mixture of 3-methylpicolinamide (2.23 g, 16.4 mmol) and PtO2 (0.18 g, 0.8 mmol) in acetic acid (55 mL) was placed in a Parr shaker type hydrogenation apparatus, pressurized to 4.70 bar with H2 and maintained at rt for 7 h. The mixture was filtered through diatomaceous earth and the filtrate was concentrated in vacuo to a solid. A mixture of this crude solid and DCM and solid Na2CO3, were stirred at rt overnight. The resulting suspension was filtered and the filtrate was concentrated in vacuo t... Starting materials: CN (methylamine), COC=1C=C(C=CC1OC)C=1SC(=C(N1)C)C(=O)OCC (ethyl 2-(3,4-dimethoxyphenyl)-4-methylthiazole-5-carboxylate). Solvent: C(C)O (ethanol). The product is CC1=C(SC(=N1)C2=CC(=C(C=C2)OC)OC)C(=O)NC (2-(3,4-dimethoxyphenyl)-4-methylthiazole-5-methylcarboxamide). Isolated yield 66.0%. RXN SMILES: [CH3:1][NH2:2].[CH3:3][O:4][C:5]1[CH:6]=[C:7]([C:13]2[S:14][C:15]([C:19]([O:21]CC)=O)=[C:16]([CH3:18])[N:17]=2)[CH:8]=[CH:9][C:10]=1[O:11][CH3:12]>C(O)C>[CH3:18][C:16]1[N:17]=[C:13]([C:7]2[CH:8]=[CH:9][C:10]([O:11][CH3:12])=[C:5]([O:4][CH3:3])[CH:6]=2)[S:14][C:15]=1[C:19]([NH:2][CH3:1])=[O:21]. Reported procedure: Into a mixed solvent of 80 ml of 40% methylamine and 600 ml of ethanol, 15.4 g of ethyl 2-(3,4-dimethoxyphenyl)-4-methylthiazole-5-carboxylate was dissolved, and then, in a similar manner as in Example 1, the object is obtained as colourless aciculate melting at 181.5° to 183° C. in an amount of 9.6 g corresponding to the yield of 66%. Reactants: CC(C)(C)c1ccc(CNCCc2ccccc2)cc1, ClCCCl, ClCCl, Cl, O=C(O)c1cc(F)cc2cc[nH]c12. The product is CC(C)(C)c1ccc(CN(CCc2ccccc2)C(=O)c2cc(F)cc3cc[nH]c23)cc1. Reaction SMILES: [C:14]([CH3:15])([CH3:16])([CH3:17])[c:18]1[cH:19][cH:20][c:21]([CH2:22][NH:23][CH2:24][CH2:25][c:26]2[cH:27][cH:28][cH:29][cH:30][cH:31]2)[cH:32][cH:33]1.[CH2:34]([Cl:35])[CH2:36][Cl:37].[Cl:39][CH2:40][Cl:41].[ClH:38].[F:1][c:2]1[cH:3][c:4]2[cH:5][cH:6][nH:7][c:8]2[c:9]([C:11](=[O:12])[OH:13])[cH:10]1>>[F:1][c:2]1[cH:3][c:4]2[cH:5][cH:6][nH:7][c:8]2[c:9]([C:11](=[O:13])[N:23]([CH2:22][c:21]2[cH:20][cH:19][c:18]([C:14]([CH3:15])([CH3:16])[CH3:17])[cH:33][cH:32]2)[CH2:24][CH2:25][c:26]2[cH:27][cH:28][cH:29][cH:30][cH:31]2)[cH:10]1.